Dataset: the Open Reaction Database (ORD), a public repository of structured organic reaction records. Task: describe an organic reaction: reactants, conditions, products, and yield The solvent is CC(=O)C (acetone), O (H2O), [OH-].[Na+] (NaOH), O (water), CCOC(=O)C (EtOAc). Reaction conditions: time 5 hour. The product is FC(C=1C=C(C=CC1)NC(=O)N1C2=C(CCCC1)C=C(C=C2)OC2=NC=NC(=C2)Cl)(F)F (7-(6-Chloro-pyrimidin-4-yloxy)-2,3,4,5-tetrahydro-benzo[b]azepine-1-carboxylic acid (3-trifluoromethyl-phenyl)-amide). As a reaction SMILES: [F:1][C:2]([F:25])([F:24])[C:3]1[CH:4]=[C:5]([NH:9][C:10]([N:12]2[CH2:18][CH2:17][CH2:16][CH2:15][C:14]3[CH:19]=[C:20]([OH:23])[CH:21]=[CH:22][C:13]2=3)=[O:11])[CH:6]=[CH:7][CH:8]=1.[Cl:26][C:27]1[CH:32]=[C:31](Cl)[N:30]=[CH:29][N:28]=1>CC(C)=O.O.[OH-].[Na+].CCOC(C)=O>[F:25][C:2]([F:24])([F:1])[C:3]1[CH:4]=[C:5]([NH:9][C:10]([N:12]2[CH2:18][CH2:17][CH2:16][CH2:15][C:14]3[CH:19]=[C:20]([O:23][C:31]4[CH:32]=[C:27]([Cl:26])[N:28]=[CH:29][N:30]=4)[CH:21]=[CH:22][C:13]2=3)=[O:11])[CH:6]=[CH:7][CH:8]=1 |f:4.5|. Starting materials: FC(C=1C=C(C=CC1)NC(=O)N1C2=C(CCCC1)C=C(C=C2)O)(F)F (7-hydroxy-2,3,4,5-tetrahydro-benzo[b]azepine-1-carboxylic acid (3-trifluoromethyl-phenyl)-amide), ClC1=NC=NC(=C1)Cl (4,6-dichloro-pyrimidine). Reported procedure: A mixture of 1.00 g (2.85 mMol) of 7-hydroxy-2,3,4,5-tetrahydro-benzo[b]azepine-1-carboxylic acid (3-trifluoromethyl-phenyl)-amide (Step 6.2) and 447 mg (3.0 mMol) 4,6-dichloro-pyrimidine in 8 ml acetone, 5 ml H2O and 3 ml NaOH 1 M is stirred at rt for 5 h. The reaction mixture is diluted with water and EtOAc, the aqueous phase separated off and extracted twice with EtOAc. The organic layers are washed with water and brine, dried (Na2SO4) and concentrated. Chromatography (Combi Flash; hexane/EtO... Reactants: C(CCCC)[Mg]Br (pentylmagnesium bromide), Cl.ClC1=CC=NC=C1 (4-chloropyridine hydrochloride), C1CCOC1 (THF), ClC(=O)OC1=CC=CC=C1 (phenyl chloroformate). Reaction conditions: temperature -78 celsius, time 20 minute. Yields the product ClC1=CC(N(C=C1)C(=O)OC1=CC=CC=C1)CCCCCC (4-Chloro-1-(phenoxycarbonyl)-2-n-hexyl-1,2-dihydropyridine). Reaction SMILES: Cl.[Cl:2][C:3]1[CH:8]=[CH:7][N:6]=[CH:5][CH:4]=1.[CH2:9]([Mg]Br)[CH2:10][CH2:11][CH2:12][CH3:13].Cl[C:17]([O:19][C:20]1[CH:25]=[CH:24][CH:23]=[CH:22][CH:21]=1)=[O:18].[CH2:26]1COCC1>>[Cl:2][C:3]1[CH:8]=[CH:7][N:6]([C:17]([O:19][C:20]2[CH:25]=[CH:24][CH:23]=[CH:22][CH:21]=2)=[O:18])[CH:5]([CH2:13][CH2:12][CH2:11][CH2:10][CH2:9][CH3:26])[CH:4]=1 |f:0.1|. Procedure details: To a stirred mixture of 4-chloropyridine hydrochloride (3 g, 20 mmol) in 200 mL of THF at −78° C. was added 24 mL (48 mmol) of pentylmagnesium bromide (2M soln in ether) slowly dropwise. After being stirred at −78° C. for 20 minutes, phenyl chloroformate (2.51 mL, 20 mmol) was added and the mixture was stirred for 30 minutes at −78° C. The cooling bath was removed and the reaction mixture was allowed to stir while slowly warming to room temperature. Aqueous 20% NH4Cl (50 mL) and ether (80 mL) we... Reactants: 13.6, BrCC(=O)C1=C(C=C(C=C1)Cl)Cl (2-bromo-1-(2,4-dichlorophenyl)-1-ethanone), CC1=C(OCC(CO)O)C=C(C=C1)C (3-(2,5-dimethylphenoxy)-1,2-propanediol), CC1=CC=C(C=C1)S(=O)(=O)O (4-methylbenzenesulfonic acid), C(CCC)O (butanol). The solvent is C1=CC=CC=C1 (benzene), O (water). Yields the product BrCC1(OCC(O1)COC1=C(C=CC(=C1)C)C)C1=C(C=C(C=C1)Cl)Cl (2-(bromomethyl)-2-(2,4-dichlorophenyl)-4-(2,5-dimethylphenoxymethyl)-1,3-dioxolane). Reaction SMILES: [Br:1][CH2:2][C:3]([C:5]1[CH:10]=[CH:9][C:8]([Cl:11])=[CH:7][C:6]=1[Cl:12])=[O:4].[CH3:13][C:14]1[CH:25]=[CH:24][C:23]([CH3:26])=[CH:22][C:15]=1[O:16][CH2:17][CH:18]([OH:21])[CH2:19]O.CC1C=CC(S(O)(=O)=O)=CC=1.C(O)CCC>O.C1C=CC=CC=1>[Br:1][CH2:2][C:3]1([C:5]2[CH:10]=[CH:9][C:8]([Cl:11])=[CH:7][C:6]=2[Cl:12])[O:21][CH:18]([CH2:17][O:16][C:15]2[CH:22]=[C:23]([CH3:26])[CH:24]=[CH:25][C:14]=2[CH3:13])[CH2:19][O:4]1. Reported procedure: A mixture of 13.6 parts of 2-bromo-1-(2,4-dichlorophenyl)-1-ethanone, 12 parts of 3-(2,5-dimethylphenoxy)-1,2-propanediol, 3 parts of 4-methylbenzenesulfonic acid, 80 parts of butanol and 180 parts of benzene is stirred and refluxed for 24 hours with water-separator. The reaction mixture is evaporated and the residue is dissolved in trichloromethane. The solution is stirred with silicagel for 30 minutes. The latter is filtered off and the filtrate is evaporated, yielding A + B 2-(bromomethyl)-2-... The reactants are CO, CCCCCCCCCCCCCC(O)C(=O)O, O=S(Cl)Cl. Product: CCCCCCCCCCCCCC(O)C(=O)OC. As a reaction SMILES: [CH3:23][OH:24].[OH:5][CH:6]([C:7](=[O:8])[OH:9])[CH2:10][CH2:11][CH2:12][CH2:13][CH2:14][CH2:15][CH2:16][CH2:17][CH2:18][CH2:19][CH2:20][CH2:21][CH3:22].[S:1]([Cl:2])([Cl:3])=[O:4]>>[OH:5][CH:6]([C:7](=[O:8])[O:9][CH3:23])[CH2:10][CH2:11][CH2:12][CH2:13][CH2:14][CH2:15][CH2:16][CH2:17][CH2:18][CH2:19][CH2:20][CH2:21][CH3:22]. The reactants are CC(C)(C)OC(=O)N1CCC(O)CC1, Fc1ccccn1, [H-], [Na+], CN(C)C=O. Yields the product CC(C)(C)OC(=O)N1CCC(Oc2ccccn2)CC1. RXN SMILES: [C:1]([CH3:2])([CH3:3])([CH3:4])[O:5][C:6](=[O:7])[N:8]1[CH2:9][CH2:10][CH:11]([OH:14])[CH2:12][CH2:13]1.[F:15][c:16]1[n:17][cH:18][cH:19][cH:20][cH:21]1.[H-:23].[Na+:22].[O:24]=[CH:25][N:26]([CH3:27])[CH3:28]>>[C:1]([CH3:2])([CH3:3])([CH3:4])[O:5][C:6](=[O:7])[N:8]1[CH2:9][CH2:10][CH:11]([O:14][c:16]2[n:17][cH:18][cH:19][cH:20][cH:21]2)[CH2:12][CH2:13]1. The reactants are CCCCOC(=O)c1nc(N2CCC(NC(=O)OCc3ccccc3)C(OC)C2)oc1CCC, CO. Yields the product CCCCOC(=O)c1nc(N2CCC(N)C(OC)C2)oc1CCC. As a reaction SMILES: [CH2:1]([O:2][C:3](=[O:4])[NH:11][CH:12]1[CH:13]([O:33][CH3:34])[CH2:14][N:15]([c:18]2[o:19][c:20]([CH2:30][CH2:31][CH3:32])[c:21]([C:23](=[O:24])[O:25][CH2:26][CH2:27][CH2:28][CH3:29])[n:22]2)[CH2:16][CH2:17]1)[c:5]1[cH:6][cH:7][cH:8][cH:9][cH:10]1.[CH3:35][OH:36]>>[NH2:11][CH:12]1[CH:13]([O:33][CH3:34])[CH2:14][N:15]([c:18]2[o:19][c:20]([CH2:30][CH2:31][CH3:32])[c:21]([C:23](=[O:24])[O:25][CH2:26][CH2:27][CH2:28][CH3:29])[n:22]2)[CH2:16][CH2:17]1.